This data is from the Open Reaction Database (ORD), a public repository of structured organic reaction records. The task is: describe an organic reaction: reactants, conditions, products, and yield The reactants are C(C)C1=NC=C(C=C1F)COCOC (2-ethyl-3-fluoro-5-((methoxymethoxy)methyl)pyridine), O (water), C(O)([O-])=O.[Na+] (sodium hydrogen carbonate), [OH-].[Na+] (sodium hydroxide). The solvent is O1CCOCC1 (1,4-dioxane), Cl (hydrochloric acid), C(C)(=O)OCC (ethyl acetate). Conditions: temperature 35 celsius, time 1 hour. Yields the product C(C)C1=C(C=C(C=N1)CO)F ((6-ethyl-5-fluoropyridin-3-yl)methanol). Yield: 101.5%. Reaction SMILES: [CH2:1]([C:3]1[C:8]([F:9])=[CH:7][C:6]([CH2:10][O:11]COC)=[CH:5][N:4]=1)[CH3:2].O.[OH-].[Na+].C(=O)([O-])O.[Na+]>O1CCOCC1.Cl.C(OCC)(=O)C>[CH2:1]([C:3]1[N:4]=[CH:5][C:6]([CH2:10][OH:11])=[CH:7][C:8]=1[F:9])[CH3:2] |f:2.3,4.5|. Procedure details: To a solution of 0.11 g of 2-ethyl-3-fluoro-5-((methoxymethoxy)methyl)pyridine in 2 mL of 1,4-dioxane, 1 mL of 6 mol/L hydrochloric acid was added, and the mixture was stirred at 30 to 40° C. for 1 hour. After cooling to room temperature, the reaction mixture was charged with water and ethyl acetate and adjusted to pH 7.9 with a 20% aqueous sodium hydroxide solution and a saturated aqueous sodium hydrogen carbonate solution. The organic layer was separated, and the aqueous layer was extracted wi... Starting materials: O=C1C=C(C=NN1)C(=O)O (6-Oxo-1,6-dihydro-pyridazine-4-carboxylic acid), C(C)(=O)Cl (acetyl chloride). The solvent is C(C)O (ethanol). Run at temperature 75 celsius, time 8 hour. Yields the product C(C)OC(=O)C=1C=NNC(C1)=O (6-Oxo-1,6-dihydro-pyridazine-4-carboxylic acid ethyl ester). As a reaction SMILES: [O:1]=[C:2]1[NH:7][N:6]=[CH:5][C:4]([C:8]([OH:10])=[O:9])=[CH:3]1.[C:11](Cl)(=O)[CH3:12]>C(O)C>[CH2:11]([O:9][C:8]([C:4]1[CH:5]=[N:6][NH:7][C:2](=[O:1])[CH:3]=1)=[O:10])[CH3:12]. Procedure details: The title compound from Example 18.3 (1.0 g, 7.13 mmol) was added to a solution of ethanol (16 mL) and acetyl chloride (4 mL) and the resulting suspension was heated to 75° C. and stirred overnight. The reaction mixture was concentrated, diluted with water and extracted with dichloromethane. The organic phase was dried over sodium sulfate, filtered and concentrated to give the title compound. Reactants: ClC=1C=C(N)C=C(C1)Cl (3,5-dichloroaniline), NC=1C=C(C(=O)NC2=CC(=C(C=C2)F)F)C=CC1OC (3-amino-N-(3,4-difluoro-phenyl)-4-methoxy-benzamide). The product is title compound, C(C1=CC=CC=C1)(=O)N (benzamide). Yield: 5.9%. As a reaction SMILES: ClC1C=C(C=C(Cl)C=1)N.N[C:11]1[CH:12]=[C:13]([CH:25]=[CH:26][C:27]=1OC)[C:14]([NH:16]C1C=CC(F)=C(F)C=1)=[O:15]>>[C:14]([NH2:16])(=[O:15])[C:13]1[CH:25]=[CH:26][CH:27]=[CH:11][CH:12]=1. Procedure details: The title compound was synthesized in the same manner as Example 1 using 3,5-dichloroaniline (1.0 g, 6.2 mmol), CSI (0.64 mL, 4.4 mmol), and 3-amino-N-(3,4-difluoro-phenyl)-4-methoxy-benzamide (1.24 g, 7.0 mmol) to give 0.05 g of pure benzamide, 3-[[[[[(3,5-dichlorophenyl)amino]-carbonyl]amino]sulfonyl]amino]-N-(3,4-difluorophenyl)-4-methoxy-. Microanalysis: C21H16Cl2F2N4O5S; calculated: C=46.25; H=2.96; N=10.27; found: C=46.30; H=3.32; N=9.93. MS: M++1=544.9 Da. Reactants: CCCCOCCOc1ccc(-c2cnc3c(c2)C=C(C(=O)OC)CCN3CC(C)C)cc1, C1CCOC1, CO, Cl, [Na+], [OH-], O. Yields the product CCCCOCCOc1ccc(-c2cnc3c(c2)C=C(C(=O)O)CCN3CC(C)C)cc1. As a reaction SMILES: [CH2:1]([CH2:2][CH2:3][CH3:4])[O:5][CH2:6][CH2:7][O:8][c:9]1[cH:10][cH:11][c:12](-[c:15]2[cH:16][c:17]3[c:18]([n:32][cH:33]2)[N:19]([CH2:28][CH:29]([CH3:30])[CH3:31])[CH2:20][CH2:21][C:22]([C:24](=[O:25])[O:26][CH3:27])=[CH:23]3)[cH:13][cH:14]1.[CH2:38]1[O:39][CH2:40][CH2:41][CH2:42]1.[CH3:43][OH:44].[ClH:37].[Na+:35].[OH-:34].[OH2:36]>>[CH2:1]([CH2:2][CH2:3][CH3:4])[O:5][CH2:6][CH2:7][O:8][c:9]1[cH:10][cH:11][c:12](-[c:15]2[cH:16][c:17]3[c:18]([n:32][cH:33]2)[N:19]([CH2:28][CH:29]([CH3:30])[CH3:31])[CH2:20][CH2:21][C:22]([C:24](=[O:25])[OH:26])=[CH:23]3)[cH:13][cH:14]1. Run in C(C)(=O)O (acetic acid). Reactants: NC=1C=C(C=CC1C)OC (3-amino-4-methylanisole), COC1OC(CC1)OC (2,5-dimethoxytetrahydrofuran). Product: CC1=C(C=C(C=C1)OC)N1C=CC=C1 (4-methyl-3-(pyrrol-1-yl)-anisole). RXN SMILES: [NH2:1][C:2]1[CH:3]=[C:4]([O:9][CH3:10])[CH:5]=[CH:6][C:7]=1[CH3:8].CO[CH:13]1[CH2:17][CH2:16][CH:15](OC)O1>C(O)(=O)C>[CH3:8][C:7]1[CH:6]=[CH:5][C:4]([O:9][CH3:10])=[CH:3][C:2]=1[N:1]1[CH:13]=[CH:17][CH:16]=[CH:15]1. Reported procedure: A solution of 88.4 g (0.64 mole) of 3-amino-4-methylanisole in 1.4 liters of glacial acetic acid is heated to 106° and, at this temperature, 114 g (0.86 mole) of 2,5-dimethoxytetrahydrofuran are added in the course of 30 minutes. The mixture is then immediately cooled to room temperature and concentrated in a vacuum rotary evaporator. Distillation of the residue in a high vacuum yields 4-methyl-3-(pyrrol-1-yl)-anisole, b.p. 93°-95°/0.04 torr. Rf (toluene/ethyl acetate=10:1): 0.57. The reactants are C(=O)([O-])[O-].[Cs+].[Cs+] (Cs2CO3), NC1=CC=C2C(=NN(C2=C1)C(=O)OC(C)(C)C)C (tert-butyl 6-amino-3-methyl-1H-indazole-1-carboxylate), ClC=1N=C(C2=C(N1)C=CO2)NC2CC2 (2-chloro-N-cyclopropylfuro[3,2-d]pyrimidin-4-amine), t-AmOH, CC(C)OC1=C(C(=CC=C1)OC(C)C)C2=CC=CC=C2P(C3CCCCC3)C4CCCCC4 (RuPhos). Reagents/catalysts: C=1C=CC(=CC1)/C=C/C(=O)/C=C/C2=CC=CC=C2.C=1C=CC(=CC1)/C=C/C(=O)/C=C/C2=CC=CC=C2.C=1C=CC(=CC1)/C=C/C(=O)/C=C/C2=CC=CC=C2.[Pd].[Pd] (Pd2dba3). The solvent is C(Cl)Cl (DCM), t-AmOH. Run at temperature 60 celsius, time 15 hour. Product: C1(CC1)NC=1C2=C(N=C(N1)NC1=CC=C3C(=NN(C3=C1)C(=O)OC(C)(C)C)C)C=CO2 (tert-butyl 6-(4-(cyclopropylamino)furo[3,2-d]pyrimidin-2-ylamino)-3-methyl-1H-indazole-1-carboxylate). The yield is 45.8%. RXN SMILES: CC(OC1C=CC=C(OC(C)C)C=1C1C(P(C2CCCCC2)C2CCCCC2)=CC=CC=1)C.C([O-])([O-])=O.[Cs+].[Cs+].[NH2:40][C:41]1[CH:49]=[C:48]2[C:44]([C:45]([CH3:57])=[N:46][N:47]2[C:50]([O:52][C:53]([CH3:56])([CH3:55])[CH3:54])=[O:51])=[CH:43][CH:42]=1.Cl[C:59]1[N:60]=[C:61]([NH:68][CH:69]2[CH2:71][CH2:70]2)[C:62]2[O:67][CH:66]=[CH:65][C:63]=2[N:64]=1>C(Cl)Cl.C1C=CC(/C=C/C(/C=C/C2C=CC=CC=2)=O)=CC=1.C1C=CC(/C=C/C(/C=C/C2C=CC=CC=2)=O)=CC=1.C1C=CC(/C=C/C(/C=C/C2C=CC=CC=2)=O)=CC=1.[Pd].[Pd]>[CH:69]1([NH:68][C:61]2[C:62]3[O:67][CH:66]=[CH:65][C:63]=3[N:64]=[C:59]([NH:40][C:41]3[CH:49]=[C:48]4[C:44]([C:45]([CH3:57])=[N:46][N:47]4[C:50]([O:52][C:53]([CH3:54])([CH3:56])[CH3:55])=[O:51])=[CH:43][CH:42]=3)[N:60]=2)[CH2:71][CH2:70]1 |f:1.2.3,7.8.9.10.11|. Reported procedure: In a flask, RuPhos (3.63 g, 7.79 mmol) and Pd2dba3 (3.56 g, 3.89 mmol) were combined in t-AmOH (100 mL). The mixture was degassed by bubbling N2 into the solution. The mixture was heated to about 60° C. for about 30 min. Then Cs2CO3 (38.3 g, 117 mmol), tert-butyl 6-amino-3-methyl-1H-indazole-1-carboxylate (16.0 g, 64.9 mmol), and 2-chloro-N-cyclopropylfuro[3,2-d]pyrimidin-4-amine (13.6 g, 64.9 mmol) were added in one portion. To the mixture was added t-AmOH (200 mL) and the mixture was placed un...